This data is from the Open Reaction Database (ORD), a public repository of structured organic reaction records. The task is: describe an organic reaction: reactants, conditions, products, and yield The reactants are COC1=C(C(=O)OC)C=C(C=C1)[N+](=O)[O-] (methyl 2-methoxy-5-nitrobenzoate). Reagents/catalysts: [Pd] (Pd/C). Run in CO (methanol). The product is NC=1C=CC(=C(C(=O)OC)C1)OC (methyl 5-amino-2-methoxybenzoate). The yield is 85.3%. Reaction SMILES: [CH3:1][O:2][C:3]1[CH:12]=[CH:11][C:10]([N+:13]([O-])=O)=[CH:9][C:4]=1[C:5]([O:7][CH3:8])=[O:6]>CO.[Pd]>[NH2:13][C:10]1[CH:11]=[CH:12][C:3]([O:2][CH3:1])=[C:4]([CH:9]=1)[C:5]([O:7][CH3:8])=[O:6]. Procedure details: A solution of methyl 2-methoxy-5-nitrobenzoate (20.0 g, 0.097 mol) in methanol (300 mL) and 10% Pd/C (5.0 g) was stirred under hydrogen atmosphere under 70-80 psi pressure in Parr apparatus for 4-5 h. The reaction mass was filtered and the obtained filtrate was concentrated to afford 15.0 g of desired product. 1H NMR (300 MHz, DMSO de): δ 3.67 (s, 3H), 3.74 (s, 3H), 4.96 (br s, 2H), 6.75 (dd, J=2.4 Hz, 1H), 6.85 (d, J=8.7 Hz, 1H), 6.92 (s, 1H); MS (in/z): 182.25 (M+H)+. The reactants are O1CCCC1 (tetrahydrofuran), S(=S)(=O)([O-])[O-].[Na+].[Na+] (sodium thiosulfate), C(CC=C)C1=NN(C2=NC(=NC(=C21)Cl)N(C(=O)OC(C)(C)C)C(=O)OC(C)(C)C)CC2=NC=C(C(=C2C)OC)C (3-(3-butenyl)-6-di(tert-butoxycarbonyl)amino-4-chloro-1-(4-methoxy-3,5-dimethylpyridin-2-yl)methyl-1H-pyrazolo[3,4-d]pyrimidine), C[N+]1(CCOCC1)[O-] (N-methylmorpholine-N-oxide). The reagents and catalysts are [Os](=O)(=O)(=O)=O (Osmium tetroxide). Solvent: CC(=O)C (acetone), O (water), C(C)(=O)OCC (Ethyl acetate). Run at time 5 hour. Product: crude product, ClC1=C2C(=NC(=N1)N(C(=O)OC(C)(C)C)C(=O)OC(C)(C)C)N(N=C2CCC(CO)O)CC2=NC=C(C(=C2C)OC)C (Di-tert-butyl {4-chloro-3-(3,4-dihydroxybutyl)-1-[(4-methoxy-3,5-dimethylpyridin-2-yl)methyl]-1H-pyrazolo[3,4-d]pyrimidin-6-yl}imidodicarbonate). The yield is 91.0%. Reaction SMILES: C(C1[C:13]2[C:8](=[N:9][C:10]([N:15]([C:23]([O:25][C:26]([CH3:29])([CH3:28])[CH3:27])=[O:24])[C:16]([O:18][C:19]([CH3:22])([CH3:21])[CH3:20])=[O:17])=[N:11][C:12]=2[Cl:14])[N:7]([CH2:30][C:31]2[C:36]([CH3:37])=[C:35]([O:38][CH3:39])[C:34]([CH3:40])=[CH:33][N:32]=2)[N:6]=1)CC=C.C[N+]1([O-])CC[O:45][CH2:44]C1.[O:49]1[CH2:53][CH2:52][CH2:51][CH2:50]1.S([O-])([O-])(=O)=S.[Na+].[Na+]>[Os](=O)(=O)(=O)=O.C(OCC)(=O)C.O.CC(C)=O>[Cl:14][C:12]1[N:11]=[C:10]([N:15]([C:16]([O:18][C:19]([CH3:21])([CH3:22])[CH3:20])=[O:17])[C:23]([O:25][C:26]([CH3:27])([CH3:29])[CH3:28])=[O:24])[N:9]=[C:8]2[N:7]([CH2:30][C:31]3[C:36]([CH3:37])=[C:35]([O:38][CH3:39])[C:34]([CH3:40])=[CH:33][N:32]=3)[N:6]=[C:50]([CH2:51][CH2:52][CH:53]([OH:49])[CH2:44][OH:45])[C:13]=12 |f:3.4.5|. Procedure: Osmium tetroxide (21 mg) was added to a mixture composed of the above 3-(3-butenyl)-6-di(tert-butoxycarbonyl)amino-4-chloro-1-(4-methoxy-3,5-dimethylpyridin-2-yl)methyl-1H-pyrazolo[3,4-d]pyrimidine (4.78 g), N-methylmorpholine-N-oxide (5.04 g), tetrahydrofuran (60 mL), acetone (60 mL) and water (60 mL), and the mixture was stirred at room temperature for five hours. Ethyl acetate (300 mL) and a 10% sodium thiosulfate solution (500 mL) were added to the reaction mixture, followed by further stirr... Starting materials: C(C1=CC=CC=C1)OC(=O)N1C(CCCC1C(NCCCCC1=CC=CC=C1)=O)CC(OC)OC (2-(2,2-Dimethoxy-ethyl)-6-(4-phenyl-butylcarbamoyl)-piperidine-1-carboxylic acid benzyl ester), C(C1=CC=CC=C1)OC(=O)N1C(CCCC1C(NCCCCC1=CC=CC=C1)=O)CC(OC)OC (2-(2,2-Dimethoxy-ethyl)-6-(4-phenyl-butylcarbamoyl)-piperidine-1-carboxylic acid benzyl ester), ClC(=O)OCC1C2=CC=CC=C2C=2C=CC=CC12 (9-Fluorenylmethyl chloroformate), C(=O)(O)[O-].[Na+] (NaHCO3), [H][H] (Hydrogen), OS(=O)(=O)[O-].[K+] (KHSO4). The reagents and catalysts are [Pd] (Palladium). The solvent is CO (methanol), O (water). Run at time 15 hour. Yields the product C1=CC=CC=2C3=CC=CC=C3C(C12)COC(=O)N1C(CCCC1C(NCCCCC1=CC=CC=C1)=O)CC(OC)OC (2-(2,2-Dimethoxy-ethyl)-6-(4-phenyl-butylcarbamoyl)-piperidine-1-carboxylic Acid 9H-fluoren-9-ylmethyl Ester). Isolated yield 100.5%. As a reaction SMILES: [CH2:1]([O:8][C:9]([N:11]1[CH:16]([C:17](=[O:29])[NH:18][CH2:19][CH2:20][CH2:21][CH2:22][C:23]2[CH:28]=[CH:27][CH:26]=[CH:25][CH:24]=2)[CH2:15][CH2:14][CH2:13][CH:12]1[CH2:30][CH:31]([O:34][CH3:35])[O:32][CH3:33])=[O:10])[C:2]1[CH:7]=[CH:6][CH:5]=[CH:4][CH:3]=1.[H][H].ClC(OC[CH:43]1[C:55]2C=CC=C[C:50]=2C2[C:44]1=[CH:45][CH:46]=[CH:47]C=2)=O.C([O-])(O)=O.[Na+].OS([O-])(=O)=O.[K+]>CO.O.[Pd]>[CH:4]1[C:3]2[CH:2]([CH2:1][O:8][C:9]([N:11]3[CH:16]([C:17](=[O:29])[NH:18][CH2:19][CH2:20][CH2:21][CH2:22][C:23]4[CH:28]=[CH:27][CH:26]=[CH:25][CH:24]=4)[CH2:15][CH2:14][CH2:13][CH:12]3[CH2:30][CH:31]([O:34][CH3:35])[O:32][CH3:33])=[O:10])[C:7]3[C:45](=[CH:44][CH:43]=[CH:55][CH:50]=3)[C:46]=2[CH:47]=[CH:6][CH:5]=1 |f:3.4,5.6|. Procedure details: 2-(2,2-Dimethoxy-ethyl)-6-(4-phenyl-butylcarbamoyl)-piperidine-1-carboxylic acid benzyl ester (Compound 242, 0.887 g, 1.83 mmol) was dissolved in methanol (50 mL). Palladium (10%) on activated carbon (0.09 g) was added. Hydrogen was applied via Parr apparatus, and the reaction was shaken at 50 psi for 15 hours. The black suspension was then filtered through compacted Celite, and methanol was removed. The residue was dissolved in dioxane (25 mL). 9-Fluorenylmethyl chloroformate (0.473 g, 1.83 mmo... Solvent: C(C)(=O)OCC (ethyl acetate), CC(C)O (2-propanol). Reported procedure: To a solution of tert-butyl ({5-(2-chloropyridin-3-yl)-4-fluoro-1-[(3-methoxyphenyl)sulfonyl]-1H-pyrrol-3-yl}methyl)methylcarbamate (501 mg) in ethyl acetate (3 mL) and 2-propanol (2 mL) was added 4 mol/L hydrogen chloride-ethyl acetate solution (3 mL), and the mixture was stirred at room temperature for 1 hr. The reaction mixture was concentrated under reduced pressure, and the residue was recrystallized from ethanol to give the title compound as a white solid (yield 321 mg, 73%). The product is Cl.ClC1=NC=CC=C1C1=C(C(=CN1S(=O)(=O)C1=CC(=CC=C1)OC)CNC)F (1-{5-(2-chloropyridin-3-yl)-4-fluoro-1-[(3-methoxyphenyl)sulfonyl]-1H-pyrrol-3-yl}-N-methylmethanamine hydrochloride). Run at time 1 hour. Isolated yield 146.4%. RXN SMILES: [Cl:1][C:2]1[C:7]([C:8]2[N:12]([S:13]([C:16]3[CH:21]=[CH:20][CH:19]=[C:18]([O:22][CH3:23])[CH:17]=3)(=[O:15])=[O:14])[CH:11]=[C:10]([CH2:24][N:25](C)[C:26](=O)OC(C)(C)C)[C:9]=2[F:34])=[CH:6][CH:5]=[CH:4][N:3]=1.C(OCC)(=O)C.Cl>C(OCC)(=O)C.CC(O)C>[ClH:1].[Cl:1][C:2]1[C:7]([C:8]2[N:12]([S:13]([C:16]3[CH:21]=[CH:20][CH:19]=[C:18]([O:22][CH3:23])[CH:17]=3)(=[O:14])=[O:15])[CH:11]=[C:10]([CH2:24][NH:25][CH3:26])[C:9]=2[F:34])=[CH:6][CH:5]=[CH:4][N:3]=1 |f:1.2,5.6|. Starting materials: ClC1=NC=CC=C1C1=C(C(=CN1S(=O)(=O)C1=CC(=CC=C1)OC)CN(C(OC(C)(C)C)=O)C)F (tert-butyl ({5-(2-chloropyridin-3-yl)-4-fluoro-1-[(3-methoxyphenyl)sulfonyl]-1H-pyrrol-3-yl}methyl)methylcarbamate), C(C)(=O)OCC.Cl (hydrogen chloride-ethyl acetate). Reactants: CCOCC, CCOC(=O)CCC(=O)c1cnc2c(OC)cccc2c1Cl, NCc1ccccc1, C1CCOC1. Product: CCOC(=O)CCC(=O)c1cnc2c(OC)cccc2c1NCc1ccccc1. RXN SMILES: [CH3:31][CH2:32][O:33][CH2:34][CH3:35].[Cl:1][c:2]1[c:3]([C:14]([CH2:15][CH2:16][C:17](=[O:18])[O:19][CH2:20][CH3:21])=[O:22])[cH:4][n:5][c:6]2[c:7]([O:12][CH3:13])[cH:8][cH:9][cH:10][c:11]12.[NH2:23][CH2:24][c:25]1[cH:26][cH:27][cH:28][cH:29][cH:30]1.[O:36]1[CH2:37][CH2:38][CH2:39][CH2:40]1>>[c:2]1([NH:23][CH2:24][c:25]2[cH:26][cH:27][cH:28][cH:29][cH:30]2)[c:3]([C:14]([CH2:15][CH2:16][C:17](=[O:18])[O:19][CH2:20][CH3:21])=[O:22])[cH:4][n:5][c:6]2[c:7]([O:12][CH3:13])[cH:8][cH:9][cH:10][c:11]12.